From a dataset of the Open Reaction Database (ORD), a public repository of structured organic reaction records. describe an organic reaction: reactants, conditions, products, and yield The reactants are N(=NC(=O)OCC)C(=O)OCC (diethyl azodicarboxylate), C1(=CC=CC=C1)P(C1=CC=CC=C1)C1=CC=CC=C1 (triphenylphosphine), CN1CCC(=CC1)CO (1-methyl-1,2,3,6-tetrahydropyridine-4-methanol), C(C)(=O)N1CCC2=CC(=C(C=C12)Br)O (1-acetyl-6-bromo-2,3-dihydro-1H-indol-5-ol). Solvent: C1CCOC1 (THF), C1CCOC1 (THF). Reaction conditions: temperature 32 celsius. Product: C(C)(=O)N1CCC2=CC(=C(C=C12)Br)OCC=1CCN(CC1)C (1-acetyl-6-bromo-2,3-dihydro-5-(1-methyl-1,2,3,6-tetrahydropyridin-4-ylmethoxy)-1H-indole). Isolated yield 73.6%. Reaction SMILES: [C:1]([N:4]1[C:12]2[C:7](=[CH:8][C:9]([OH:14])=[C:10]([Br:13])[CH:11]=2)[CH2:6][CH2:5]1)(=[O:3])[CH3:2].C1(P(C2C=CC=CC=2)C2C=CC=CC=2)C=CC=CC=1.[CH3:34][N:35]1[CH2:40][CH:39]=[C:38]([CH2:41]O)[CH2:37][CH2:36]1.N(C(OCC)=O)=NC(OCC)=O>C1COCC1>[C:1]([N:4]1[C:12]2[C:7](=[CH:8][C:9]([O:14][CH2:41][C:38]3[CH2:39][CH2:40][N:35]([CH3:34])[CH2:36][CH:37]=3)=[C:10]([Br:13])[CH:11]=2)[CH2:6][CH2:5]1)(=[O:3])[CH3:2]. Procedure: A stirred suspension of powdered 1-acetyl-6-bromo-2,3-dihydro-1H-indol-5-ol (Tetrahedron, 1973, 29(8), 1115) (19 g, 0.074 mole) in dry THF (1700 ml) at room temp. under argon was treated with triphenylphosphine (19.6 g, 0.075 mole) and 1-methyl-1,2,3,6-tetrahydropyridine-4-methanol (J. Med. Chem., 1988, 31, 545) (9.5 g, 0.075 mole), followed by the dropwise addition over 15 mins. of a solution of diethyl azodicarboxylate (11.8 ml, 0.075 mole) in THF (40 ml). A mild exotherm occured and the insol...